Dataset: the Open Reaction Database (ORD), a public repository of structured organic reaction records. Task: describe an organic reaction: reactants, conditions, products, and yield Starting materials: ClC1=NC(=CC=C1)OC (2-Chloro-6-methoxypyridine), C(CN)N (ethylenediamine). Yields the product COC1=CC=CC(=N1)N (6-methoxy(2-pyridyl)amine). RXN SMILES: Cl[C:2]1[CH:7]=[CH:6][CH:5]=[C:4]([O:8][CH3:9])[N:3]=1.C(N)C[NH2:12]>>[CH3:9][O:8][C:4]1[N:3]=[C:2]([NH2:12])[CH:7]=[CH:6][CH:5]=1. Reported procedure: 2-Chloro-6-methoxypyridine (5.0 g) was heated with ethylenediamine (30 ml) at 120° C. overnight. The excess ethylenediamine was removed by rotary evaporation. The residue was dissolved in a small volume of 2.5 M aqueous sodium hydroxide and extracted thoroughly with dichloromethane. The combined organic layers were washed with saturated aqueous sodium chloride, dried over sodium sulfate and concentrated in vacuo to give (2-aminoethyl)(6-methoxy(2-pyridyl)amine as an orange syrup. The amine (2.58... Yields the product [N-]=[N+]=NC1N=C(c2ccccc2)c2cccc(Cl)c2N(CC(F)(F)F)C1=O. Starting materials: O=C([O-])O, CC(C)(C)[O-], CC(=O)O, CCOC(C)=O, CC(C)c1cc(C(C)C)c(S(=O)(=O)N=[N+]=[N-])c(C(C)C)c1, O=C1CN=C(c2ccccc2)c2cccc(Cl)c2N1CC(F)(F)F, [K+], [Na+], C1CCOC1. RXN SMILES: [C:56](=[O:57])([OH:58])[O-:59].[CH3:25][C:26]([CH3:27])([O-:28])[CH3:29].[CH3:52][C:53](=[O:54])[OH:55].[CH3:66][CH2:67][O:68][C:69](=[O:70])[CH3:71].[CH:31]([c:32]1[cH:33][c:34]([CH:35]([CH3:36])[CH3:37])[cH:38][c:39]([CH:40]([CH3:41])[CH3:42])[c:43]1[S:44](=[O:45])(=[O:46])[N:49]=[N+:50]=[N-:51])([CH3:47])[CH3:48].[Cl:1][c:2]1[cH:3][cH:4][cH:5][c:6]2[c:12]1[N:11]([CH2:13][C:14]([F:15])([F:16])[F:17])[C:10](=[O:18])[CH2:9][N:8]=[C:7]2[c:19]1[cH:20][cH:21][cH:22][cH:23][cH:24]1.[K+:30].[Na+:60].[O:61]1[CH2:62][CH2:63][CH2:64][CH2:65]1>>[Cl:1][c:2]1[cH:3][cH:4][cH:5][c:6]2[c:12]1[N:11]([CH2:13][C:14]([F:15])([F:16])[F:17])[C:10](=[O:18])[CH:9]([N:49]=[N+:50]=[N-:51])[N:8]=[C:7]2[c:19]1[cH:20][cH:21][cH:22][cH:23][cH:24]1. Reactants: [BH3-]C#N, CCCCc1ccc(C=O)cc1, CO, CC(=O)O, O=C(CNC(=O)c1cccc(C(F)(F)F)c1)NC1CCNC1, [Na+]. Yields the product CCCCc1ccc(CN2CCC(NC(=O)CNC(=O)c3cccc(C(F)(F)F)c3)C2)cc1. Reaction SMILES: [C:35]([BH3-:36])#[N:37].[CH2:23]([CH2:24][CH2:25][CH3:26])[c:27]1[cH:28][cH:29][c:30]([CH:31]=[O:32])[cH:33][cH:34]1.[CH3:39][OH:40].[CH3:41][C:42](=[O:43])[OH:44].[F:1][C:2]([c:3]1[cH:4][c:5]([C:6](=[O:7])[NH:8][CH2:9][C:10](=[O:11])[NH:12][CH:13]2[CH2:14][NH:15][CH2:16][CH2:17]2)[cH:18][cH:19][cH:20]1)([F:21])[F:22].[Na+:38]>>[F:1][C:2]([c:3]1[cH:4][c:5]([C:6](=[O:7])[NH:8][CH2:9][C:10](=[O:11])[NH:12][CH:13]2[CH2:14][N:15]([CH2:31][c:30]3[cH:29][cH:28][c:27]([CH2:23][CH2:24][CH2:25][CH3:26])[cH:34][cH:33]3)[CH2:16][CH2:17]2)[cH:18][cH:19][cH:20]1)([F:21])[F:22]. The reactants are C(CCCCCC)Br (n-heptyl bromide), C(C)(=O)OCC.CCCCCC (ethyl acetate hexane), [H-].[Na+] (sodium hydride), [N+](=O)([O-])C1=CC=C(C=C1)C12C(NC(C(C1)C2)=O)=O (1-(4-nitrophenyl)-3-azabicyclo[3.1.1]heptane-2,4-dione). Solvent: CN(C=O)C (N,N-dimethylformamide), CN(C=O)C (N,N-dimethylformamide), CN(C=O)C (N,N-dimethylformamide). Conditions: time 30 minute. The product is C(CCCCCC)N1C(C2(CC(C1=O)C2)C2=CC=C(C=C2)[N+](=O)[O-])=O (3-n-heptyl-1-(4-nitrophenyl)-3-azabicyclo[3.1.1]heptane-2,4-dione). Reaction SMILES: [H-].[Na+].[N+:3]([C:6]1[CH:11]=[CH:10][C:9]([C:12]23[CH2:18][CH:16]([CH2:17]2)[C:15](=[O:19])[NH:14][C:13]3=[O:20])=[CH:8][CH:7]=1)([O-:5])=[O:4].[CH2:21](Br)[CH2:22][CH2:23][CH2:24][CH2:25][CH2:26][CH3:27].C(OCC)(=O)C.CCCCCC>CN(C)C=O>[CH2:21]([N:14]1[C:15](=[O:19])[CH:16]2[CH2:17][C:12]([C:9]3[CH:8]=[CH:7][C:6]([N+:3]([O-:5])=[O:4])=[CH:11][CH:10]=3)([CH2:18]2)[C:13]1=[O:20])[CH2:22][CH2:23][CH2:24][CH2:25][CH2:26][CH3:27] |f:0.1,4.5|. Reported procedure: 0.36 g of sodium hydride is added to a solution of 2.46 g of 1-(4-nitrophenyl)-3-azabicyclo[3.1.1]heptane-2,4-dione in 25 ml of N,N-dimethylformamide and the whole is stirred at room temperature for 30 minutes. 2.68g of n-heptyl bromide dissolved in 10 ml of N,N-dimethylformamide are then added dropwise thereto. When the reaction is complete, the reaction mixture is freed of N,N-dimethylformamide. The residue is partitioned between ethyl acetate and water, and the organic phase is dried over mag... The reactants are [N+](=O)([O-])C1=C(C=CC=C1)CC#N ((2-nitrophenyl)-acetonitrile). The reagents and catalysts are [Pd] (palladium on carbon). Run in C(C)(=O)O (acetic acid). Reaction conditions: time 2 hour. The product is NC1=C(C=CC=C1)CC#N ((2-aminophenyl)acetonitrile). Yield: 55.2%. As a reaction SMILES: [N+:1]([C:4]1[CH:9]=[CH:8][CH:7]=[CH:6][C:5]=1[CH2:10][C:11]#[N:12])([O-])=O>[Pd].C(O)(=O)C>[NH2:1][C:4]1[CH:9]=[CH:8][CH:7]=[CH:6][C:5]=1[CH2:10][C:11]#[N:12]. Reported procedure: A suspension of (2-nitrophenyl)-acetonitrile (30 g, 185 mmol) and 10% palladium on carbon (2 g) in acetic acid (450 mL) was hydrogenated in a Parr apparatus under 30 psi pressure at ambient temperature for 2 hours. The mixture was filtered through a Celite® pad and the filtrate was concentrated in vacuo. The obtained residue was dissolved in ethyl acetate (250 mL). The resulting solution was washed with water (2×100 mL) and saturated sodium chloride (50 mL), and then dried over anhydrous sodium ... Starting materials: Cl, CC(C)(C)OC(=O)N1CC2C(=O)Nc3c(cccc3C(F)(F)F)C2C1. Yields the product Cl, O=C1Nc2c(cccc2C(F)(F)F)C2CNCC12. Reaction SMILES: [ClH:26].[O:1]=[C:2]1[NH:3][c:4]2[c:5]([C:22]([F:23])([F:24])[F:25])[cH:6][cH:7][cH:8][c:9]2[CH:10]2[CH:11]1[CH2:12][N:13]([C:15]([O:16][C:17]([CH3:18])([CH3:19])[CH3:20])=[O:21])[CH2:14]2>>[ClH:26].[O:1]=[C:2]1[NH:3][c:4]2[c:5]([C:22]([F:23])([F:24])[F:25])[cH:6][cH:7][cH:8][c:9]2[CH:10]2[CH:11]1[CH2:12][NH:13][CH2:14]2. Starting materials: C[C@@H]1CC2(OCCO2)CC[C@H]1N ((7R,8R)-7-methyl-1,4-dioxaspiro[4.5]decan-8-amine), ClC1=NC=C(C=2NC=3C=C(C=CC3C21)Cl)C#N (1,7-dichloro-5H-pyrido[4,3-b]indole-4-carbonitrile), C=1C=CC(=CC1)P(C=2C=CC=CC2)C3=CC=C4C=CC=CC4=C3C5=C6C=CC=CC6=CC=C5P(C=7C=CC=CC7)C=8C=CC=CC8 (BINAP), CC(C)(C)[O-].[Na+] (NaOtBu). The reagents and catalysts are C=1C=CC(=CC1)/C=C/C(=O)/C=C/C2=CC=CC=C2.C=1C=CC(=CC1)/C=C/C(=O)/C=C/C2=CC=CC=C2.C=1C=CC(=CC1)/C=C/C(=O)/C=C/C2=CC=CC=C2.[Pd].[Pd] (Pd2(dba)3). Run in COCCOC (DME), CCOC(=O)C (EtOAc). Reaction conditions: temperature 85 celsius. Yields the product ClC=1C=CC=2C3=C(NC2C1)C(=CN=C3N[C@H]3[C@@H](CC1(OCCO1)CC3)C)C#N (7-Chloro-1-{[(7R,8R)-7-methyl-1,4-dioxaspiro[4.5]dec-8-yl]amino}-5H-pyrido[4,3-b]indole-4-carbonitrile). Reaction SMILES: Cl[C:2]1[C:14]2[C:13]3[CH:12]=[CH:11][C:10]([Cl:15])=[CH:9][C:8]=3[NH:7][C:6]=2[C:5]([C:16]#[N:17])=[CH:4][N:3]=1.C1C=CC(P(C2C(C3C(P(C4C=CC=CC=4)C4C=CC=CC=4)=CC=C4C=3C=CC=C4)=C3C(C=CC=C3)=CC=2)C2C=CC=CC=2)=CC=1.CC([O-])(C)C.[Na+].[CH3:70][C@H:71]1[C@H:80]([NH2:81])[CH2:79][CH2:78][C:73]2([O:77][CH2:76][CH2:75][O:74]2)[CH2:72]1>CCOC(C)=O.C1C=CC(/C=C/C(/C=C/C2C=CC=CC=2)=O)=CC=1.C1C=CC(/C=C/C(/C=C/C2C=CC=CC=2)=O)=CC=1.C1C=CC(/C=C/C(/C=C/C2C=CC=CC=2)=O)=CC=1.[Pd].[Pd].COCCOC>[Cl:15][C:10]1[CH:11]=[CH:12][C:13]2[C:14]3[C:2]([NH:81][C@@H:80]4[CH2:79][CH2:78][C:73]5([O:74][CH2:75][CH2:76][O:77]5)[CH2:72][C@H:71]4[CH3:70])=[N:3][CH:4]=[C:5]([C:16]#[N:17])[C:6]=3[NH:7][C:8]=2[CH:9]=1 |f:2.3,6.7.8.9.10|. Procedure: A flask containing 1,7-dichloro-5H-pyrido[4,3-b]indole-4-carbonitrile (Example 1 Step 4, 140 mg, 0.53 mmol), BINAP (50 mg, 0.08 mmol), Pd2(dba)3 (24 mg, 0.03 mmol), and NaOtBu (164 mg, 1.71 mmol) was evacuated and refilled with nitrogen (×3). Degassed DME (10 mL) and (7R,8R)-7-methyl-1,4-dioxaspiro[4.5]decan-8-amine (183 mg, 1.07 mmol) were added to the mixture. The reaction mixture was heated to 85° C. overnight, cooled to room temperature, diluted with EtOAc, and washed with water and brine. T...